This data is from the Open Reaction Database (ORD), a public repository of structured organic reaction records. The task is: describe an organic reaction: reactants, conditions, products, and yield Starting materials: C(#N)[BH3-].[Na+] (sodium cyanoborohydride), C1(CCCCCCC1)=NO (cyclooctanone oxime), [OH-].[Na+] (sodium hydroxide). Run in C(C)(=O)O (acetic acid). Conditions: time 18 hour. Yields the product C1(CCCCCCC1)NO (cyclooctyl hydroxylamine). RXN SMILES: [C:1]1(=[N:9][OH:10])[CH2:8][CH2:7][CH2:6][CH2:5][CH2:4][CH2:3][CH2:2]1.C([BH3-])#N.[Na+].[OH-].[Na+]>C(O)(=O)C>[CH:1]1([NH:9][OH:10])[CH2:8][CH2:7][CH2:6][CH2:5][CH2:4][CH2:3][CH2:2]1 |f:1.2,3.4|. Procedure details: A solution containing cyclooctanone oxime (9.0 g, 64 mmol) in glacial acetic acid (90 mL) was slowly charged with sodium cyanoborohydride (6.0 g, 95 mmol). The reaction mixture was stirred at ambient temperature for 18 hours then adjusted to pH=9 by the slow addition of cold 2N sodium hydroxide. The resulting precipitate was collected and dried to provide cyclooctyl hydroxylamine as a white solid. The reactants are B(Br)(Br)Br (boron tribromide), ice, C(C1=CC=CC=C1)N1C[C@H](N(CC1)C(C1=CC(=CC(=C1)C(F)(F)F)C(F)(F)F)=O)CC1=CC(=C(C=C1)C)OC ((2R)-4-benzyl-1-[3,5-bis(trifluoromethyl)benzoyl]-2-(3-methoxy-4-methylbenzyl)-piperazine), C(O)([O-])=O.[Na+] (sodium hydrogen carbonate). The solvent is ClCCl (dichloromethane), ClCCl (dichloromethane). Run at time 2 hour. Yields the product C(C1=CC=CC=C1)N1C[C@H](N(CC1)C(C1=CC(=CC(=C1)C(F)(F)F)C(F)(F)F)=O)CC1=CC(=C(C=C1)C)O ((2R)-4-benzyl-1-[3,5-bis(trifluoromethyl)benzoyl]-2-(3-hydroxy-4-methylbenzyl)piperazine). Yield: 84.5%. Reaction SMILES: B(Br)(Br)Br.[CH2:5]([N:12]1[CH2:17][CH2:16][N:15]([C:18](=[O:33])[C:19]2[CH:24]=[C:23]([C:25]([F:28])([F:27])[F:26])[CH:22]=[C:21]([C:29]([F:32])([F:31])[F:30])[CH:20]=2)[C@H:14]([CH2:34][C:35]2[CH:40]=[CH:39][C:38]([CH3:41])=[C:37]([O:42]C)[CH:36]=2)[CH2:13]1)[C:6]1[CH:11]=[CH:10][CH:9]=[CH:8][CH:7]=1.C(=O)([O-])O.[Na+]>ClCCl>[CH2:5]([N:12]1[CH2:17][CH2:16][N:15]([C:18](=[O:33])[C:19]2[CH:24]=[C:23]([C:25]([F:26])([F:27])[F:28])[CH:22]=[C:21]([C:29]([F:32])([F:31])[F:30])[CH:20]=2)[C@H:14]([CH2:34][C:35]2[CH:40]=[CH:39][C:38]([CH3:41])=[C:37]([OH:42])[CH:36]=2)[CH2:13]1)[C:6]1[CH:11]=[CH:10][CH:9]=[CH:8][CH:7]=1 |f:2.3|. Reported procedure: A solution of boron tribromide in dichloromethane (1M solution, 3.7 ml) was added dropwise over 20 minutes to an ice-cooled solution of (2R)-4-benzyl-1-[3,5-bis(trifluoromethyl)benzoyl]-2-(3-methoxy-4-methylbenzyl)-piperazine (0.68 g) in dichloromethane (5 ml). After being stirred at the same temperature for 2 hours, followed by further stirring at room temperature for 12 hours, the mixture was poured into aqueous saturated sodium hydrogen carbonate solution. The organic layer was separated, dri...